This data is from the Open Reaction Database (ORD), a public repository of structured organic reaction records. The task is: describe an organic reaction: reactants, conditions, products, and yield Reactants: C(C1=CC=CC=C1)OC(NC(CC)C1(CCC2(OCCO2)CC1)C1=CC=C(C=C1)OC)=O ({1-[8-(4-Methoxy-phenyl)-1,4-dioxa-spiro[4.5]dec-8-yl]-propyl}-carbamic acid benzyl ester), C([O-])(O)=O.[Na+] (sodium bicarbonate). Solvent: CC(=O)C (acetone), Cl (hydrochloric acid). Reaction conditions: time 16 hour. The product is C(C1=CC=CC=C1)OC(NC(CC)C1(CCC(CC1)=O)C1=CC=C(C=C1)OC)=O ({1-[1-(4-Methoxy-phenyl)-4-oxo-cyclohexyl]-propyl}-carbamic acid benzyl ester). Reaction SMILES: [CH2:1]([O:8][C:9](=[O:32])[NH:10][CH:11]([C:14]1([C:24]2[CH:29]=[CH:28][C:27]([O:30][CH3:31])=[CH:26][CH:25]=2)[CH2:23][CH2:22][C:17]2(OCC[O:18]2)[CH2:16][CH2:15]1)[CH2:12][CH3:13])[C:2]1[CH:7]=[CH:6][CH:5]=[CH:4][CH:3]=1.C(=O)(O)[O-].[Na+]>CC(C)=O.Cl>[CH2:1]([O:8][C:9](=[O:32])[NH:10][CH:11]([C:14]1([C:24]2[CH:29]=[CH:28][C:27]([O:30][CH3:31])=[CH:26][CH:25]=2)[CH2:15][CH2:16][C:17](=[O:18])[CH2:22][CH2:23]1)[CH2:12][CH3:13])[C:2]1[CH:7]=[CH:6][CH:5]=[CH:4][CH:3]=1 |f:1.2|. Reported procedure: 534 mg of {1-[8-(4-Methoxy-phenyl)-1,4-dioxa-spiro[4.5]dec-8-yl]-propyl}-carbamic acid benzyl ester (96) were dissolved in 1 mL of a 2:1 mixture of acetone and 6N aqueous hydrochloric acid. The reaction mixture was stirred for 16 h at room temperature, then dropped into 150 mL of saturated aqueous sodium bicarbonate solution. The phases were separated and the aqueous phase was extracted three times with dichloromethane (100 mL each). The combined organic phases were dried over magnesium sulphate... Starting materials: CCCC[N+](CCCC)(CCCC)CCCC.[F-] (TBAF), naphthylmethyl, BrCC1=CC=C(C2=CC=CC=C12)OC (1-bromomethyl-4-methoxynaphthalene). Run in CN(C)C=O (DMF). Yields the product COC1=CC=CC2=CC=CC=C12 (1-methoxynaphthalene). As a reaction SMILES: CCCC[N+](CCCC)(CCCC)CCCC.[F-].BrC[C:21]1[C:30]2[C:25](=[CH:26][CH:27]=[CH:28][CH:29]=2)[C:24]([O:31][CH3:32])=[CH:23][CH:22]=1>CN(C=O)C>[CH3:32][O:31][C:24]1[C:25]2[C:30](=[CH:29][CH:28]=[CH:27][CH:26]=2)[CH:21]=[CH:22][CH:23]=1 |f:0.1|. Reported procedure: In analogy with Example 44, the title compound is obtained from 5(S)-(Boc-amino)-4(S)-(tert-butyldimethylsilyloxy)-6-phenyl-2(R)-[(4-methoxy-1-naphthyl)methyl]hexanoyl-(L)-Val-N-(2-methoxyethyl)amide in abs. DMF using TBAF. [The starting compound for preparing the naphthylmethyl substituent, 1-bromomethyl-4-methoxynaphthalene, is obtained from 1-methoxynaphthalene (Fluka, Buchs, Switzerland) by brominating with I2 /Br2 in CHCl3, reacting the resulting bromide by means of a Grignard reaction and ... Reactants: CC(C(=O)NC1=CC=C(C=C1)C1CCNCC1)C (2-methyl-N-[4-(4-piperidinyl)phenyl]propanamide), C15H20N2O, NC=1C=C(C=CC1)C1CCN(CC1)C(=O)OC(C)(C)C (tert-butyl 4-(3-aminophenyl)-1-piperidinecarboxylate), C1(CC1)C(=O)Cl (cyclopropanecarbonyl chloride). The product is N1CCC(CC1)C=1C=C(C=CC1)NC(=O)C1CC1 (N-[3-(4-PIPERIDINYL)PHENYL]CYCLOPROPANECARBOXAMIDE). Reaction SMILES: [CH3:1][CH:2]([CH3:18])[C:3](NC1C=CC(C2CCNCC2)=CC=1)=[O:4].[NH2:19][C:20]1[CH:21]=[C:22]([CH:26]2[CH2:31][CH2:30][N:29](C(OC(C)(C)C)=O)[CH2:28][CH2:27]2)[CH:23]=[CH:24][CH:25]=1.C1(C(Cl)=O)CC1>>[NH:29]1[CH2:28][CH2:27][CH:26]([C:22]2[CH:21]=[C:20]([NH:19][C:3]([CH:2]3[CH2:18][CH2:1]3)=[O:4])[CH:25]=[CH:24][CH:23]=2)[CH2:31][CH2:30]1. Procedure details: Prepared by the procedure for 2-methyl-N-[4-(4-piperidinyl)phenyl]propanamide using tert-butyl 4-(3-aminophenyl)-1-piperidinecarboxylate and cyclopropanecarbonyl chloride: Anal. Calcd for C15H20N2O+0.15CH2Cl2: C, 70.8; H, 7.87; N, 10.9. found: C, 70.9; H, 7.68; N, 11.1; ESMS m/e: 245.0 (M+H)+. The reactants are COC(=O)C(COCCO[Si](c1ccccc1)(c1ccccc1)C(C)(C)C)Oc1ncnc2c1cnn2-c1cc(C#N)ccc1C, C[Al](C)C, Cc1ccccc1, Cc1ccc(N)nc1. The product is Cc1ccc(NC(=O)C(COCCO[Si](c2ccccc2)(c2ccccc2)C(C)(C)C)Oc2ncnc3c2cnn3-c2cc(C#N)ccc2C)nc1. Reaction SMILES: [C:13]([CH3:14])([CH3:15])([CH3:16])[Si:17]([O:18][CH2:19][CH2:20][O:21][CH2:22][CH:23]([C:24](=[O:25])[O:26][CH3:27])[O:28][c:29]1[c:30]2[c:31]([n:32][cH:33][n:34]1)[n:35](-[c:38]1[c:39]([CH3:46])[cH:40][cH:41][c:42]([C:44]#[N:45])[cH:43]1)[n:36][cH:37]2)([c:47]1[cH:48][cH:49][cH:50][cH:51][cH:52]1)[c:53]1[cH:54][cH:55][cH:56][cH:57][cH:58]1.[CH3:1][Al:2]([CH3:3])[CH3:4].[CH3:59][c:60]1[cH:61][cH:62][cH:63][cH:64][cH:65]1.[CH3:5][c:6]1[cH:7][cH:8][c:9]([NH2:12])[n:10][cH:11]1>>[CH3:5][c:6]1[cH:7][cH:8][c:9]([NH:12][C:24]([CH:23]([CH2:22][O:21][CH2:20][CH2:19][O:18][Si:17]([C:13]([CH3:14])([CH3:15])[CH3:16])([c:47]2[cH:48][cH:49][cH:50][cH:51][cH:52]2)[c:53]2[cH:54][cH:55][cH:56][cH:57][cH:58]2)[O:28][c:29]2[c:30]3[c:31]([n:32][cH:33][n:34]2)[n:35](-[c:38]2[c:39]([CH3:46])[cH:40][cH:41][c:42]([C:44]#[N:45])[cH:43]2)[n:36][cH:37]3)=[O:25])[n:10][cH:11]1. Starting materials: O=C1SC(C(N1)=O)CC1=CC=C(OCC2(OC3=CC=C(C=C3C(C2)=O)C(=O)OCC)C)C=C1 (Ethyl 2-[4-(2,4-dioxothiazolidin-5-ylmethyl)phenoxymethyl]-2-methyl-4-oxochroman-6-carboxylate), Cl (hydrochloric acid). The solvent is C(C)(=O)O (acetic acid). Product: O=C1SC(C(N1)=O)CC1=CC=C(OCC2(OC3=CC=C(C=C3C(C2)=O)C(=O)O)C)C=C1 (2-[4-(2,4-Dioxothiazolidin-5-ylmethyl)phenoxymethyl]-2-methyl-4-oxochroman-6-carboxylic acid). Yield: 68.6%. As a reaction SMILES: [O:1]=[C:2]1[NH:6][C:5](=[O:7])[CH:4]([CH2:8][C:9]2[CH:33]=[CH:32][C:12]([O:13][CH2:14][C:15]3([CH3:31])[CH2:24][C:23](=[O:25])[C:22]4[C:17](=[CH:18][CH:19]=[C:20]([C:26]([O:28]CC)=[O:27])[CH:21]=4)[O:16]3)=[CH:11][CH:10]=2)[S:3]1.Cl>C(O)(=O)C>[O:1]=[C:2]1[NH:6][C:5](=[O:7])[CH:4]([CH2:8][C:9]2[CH:33]=[CH:32][C:12]([O:13][CH2:14][C:15]3([CH3:31])[CH2:24][C:23](=[O:25])[C:22]4[C:17](=[CH:18][CH:19]=[C:20]([C:26]([OH:28])=[O:27])[CH:21]=4)[O:16]3)=[CH:11][CH:10]=2)[S:3]1. Reported procedure: A mixture of 530 mg of ethyl 2-[4-(2,4-dioxothiazolidin-5-ylmethyl) phenoxymethyl]-2-methyl-4-oxochroman-6-carboxylate (prepared as described in Example 14), 4 ml of acetic acid and 2 ml of 3N aqueous hydrochloric acid was heated under reflux for 5 hours. At the end of this time, the solvent was removed from the reaction mixture by evaporation under reduced pressure, and the residue was dissolved in diethyl ether. The resulting solution was washed with a saturated aqueous solution of sodium chlo... Reactants: ClC1=C(C2=C(CCN(CC2)C(C(F)(F)F)=O)C=C1)OS(=O)(=O)C(F)(F)F (7-chloro-3-(2,2,2-trifluoroacetyl)-6-trifluoromethanesulfonyloxy-2,3,4,5-tetrahydro-1H-benzo[d]azepine), NCC=1C=NC(=CC1)OCC(C(C)(C)C)=O (3-aminomethyl-6-(3,3-dimethyl-2-oxo-butoxy)-pyridine). Yields the product ClC1=C(C2=C(CCN(CC2)C(C(F)(F)F)=O)C=C1)NCC=1C=NC(=CC1)OCC(C(C)(C)C)=O (7-chloro-6-{[6-(3,3-dimethyl-2-oxo-butoxy)-pyridin-3-ylmethyl]-amino}-3-(2,2,2-trifluoroacetyl)-2,3,4,5-tetrahydro-1H-benzo[d]azepine). Yield: 49.0%. RXN SMILES: [Cl:1][C:2]1[CH:18]=[CH:17][C:5]2[CH2:6][CH2:7][N:8]([C:11](=[O:16])[C:12]([F:15])([F:14])[F:13])[CH2:9][CH2:10][C:4]=2[C:3]=1OS(C(F)(F)F)(=O)=O.[NH2:27][CH2:28][C:29]1[CH:30]=[N:31][C:32]([O:35][CH2:36][C:37](=[O:42])[C:38]([CH3:41])([CH3:40])[CH3:39])=[CH:33][CH:34]=1>>[Cl:1][C:2]1[CH:18]=[CH:17][C:5]2[CH2:6][CH2:7][N:8]([C:11](=[O:16])[C:12]([F:15])([F:14])[F:13])[CH2:9][CH2:10][C:4]=2[C:3]=1[NH:27][CH2:28][C:29]1[CH:30]=[N:31][C:32]([O:35][CH2:36][C:37](=[O:42])[C:38]([CH3:40])([CH3:39])[CH3:41])=[CH:33][CH:34]=1. Procedure details: Use a method similar to the General Procedure 1-2 to couple 7-chloro-3-(2,2,2-trifluoroacetyl)-6-trifluoromethanesulfonyloxy-2,3,4,5-tetrahydro-1H-benzo[d]azepine (210 mg, 0.5 mmol) with 3-aminomethyl-6-(3,3-dimethyl-2-oxo-butoxy)-pyridine (220 mg, 1 mmol). Purify by chromatography on silica gel eluting with hexane/EtOAc (4:1) to give 7-chloro-6-{[6-(3,3-dimethyl-2-oxo-butoxy)-pyridin-3-ylmethyl]-amino}-3-(2,2,2-trifluoroacetyl)-2,3,4,5-tetrahydro-1H-benzo[d]azepine (122 mg, 50%). MS (ES+) m/z: ... Starting materials: N#CCC(=O)O, CC(C)(C)C(=O)c1c[nH]c2ncc(-c3cccc(N4CCNCC4)c3)nc12, CCN=C=NCCCN(C)C, CCN(C(C)C)C(C)C, ClCCl. The product is CC(C)(C)C(=O)c1c[nH]c2ncc(-c3cccc(N4CCN(C(=O)CC#N)CC4)c3)nc12. RXN SMILES: [C:12](#[N:13])[CH2:14][C:15](=[O:16])[OH:17].[CH3:18][C:19]([C:20](=[O:21])[c:22]1[cH:23][nH:24][c:25]2[n:26][cH:27][c:28](-[c:31]3[cH:32][c:33]([N:37]4[CH2:38][CH2:39][NH:40][CH2:41][CH2:42]4)[cH:34][cH:35][cH:36]3)[n:29][c:30]12)([CH3:43])[CH3:44].[CH3:1][CH2:2][N:3]=[C:4]=[N:5][CH2:6][CH2:7][CH2:8][N:9]([CH3:10])[CH3:11].[CH:45]([N:46]([CH:47]([CH3:48])[CH3:49])[CH2:50][CH3:51])([CH3:52])[CH3:53].[Cl:54][CH2:55][Cl:56]>>[C:12](#[N:13])[CH2:14][C:15](=[O:17])[N:40]1[CH2:39][CH2:38][N:37]([c:33]2[cH:32][c:31](-[c:28]3[cH:27][n:26][c:25]4[nH:24][cH:23][c:22]([C:20]([C:19]([CH3:18])([CH3:43])[CH3:44])=[O:21])[c:30]4[n:29]3)[cH:36][cH:35][cH:34]2)[CH2:42][CH2:41]1.